Dataset: the Open Reaction Database (ORD), a public repository of structured organic reaction records. Task: describe an organic reaction: reactants, conditions, products, and yield Reactants: C, CO, COC(=O)C(C(=O)OC)c1cc(F)ccc1[N+](=O)[O-], [H][H], [Pd], [Pd]. The product is COC(=O)C1C(=O)Nc2ccc(F)cc21. Reaction SMILES: [C:22].[CH3:25][OH:26].[F:1][c:2]1[cH:3][cH:4][c:5]([N+:17]([O-:11])=[O:12])[c:6]([CH:8]([C:9](=[O:10])[O:18][CH3:19])[C:13](=[O:14])[O:15][CH3:16])[cH:7]1.[H:20][H:21].[Pd:23].[Pd:24]>>[F:1][c:2]1[cH:3][cH:4][c:5]2[c:6]([cH:7]1)[CH:8]([C:13](=[O:14])[O:15][CH3:16])[C:9](=[O:10])[NH:17]2. Reactants: CCOC(C)=O, CCOC(=O)COc1cccc(CCCI)c1, CN(C)C=O, NCCC(c1ccccc1)c1ccccc1. Reaction SMILES: [CH3:39][CH2:40][O:41][C:42]([CH3:43])=[O:44].[I:1][CH2:2][CH2:3][CH2:4][c:5]1[cH:6][c:7]([O:8][CH2:9][C:10](=[O:11])[O:12][CH2:13][CH3:14])[cH:15][cH:16][cH:17]1.[O:34]=[CH:35][N:36]([CH3:37])[CH3:38].[c:18]1([CH:24]([CH2:25][CH2:26][NH2:27])[c:28]2[cH:29][cH:30][cH:31][cH:32][cH:33]2)[cH:19][cH:20][cH:21][cH:22][cH:23]1>>[CH2:2]([CH2:3][CH2:4][c:5]1[cH:6][c:7]([O:8][CH2:9][C:10](=[O:11])[O:12][CH2:13][CH3:14])[cH:15][cH:16][cH:17]1)[NH:27][CH2:26][CH2:25][CH:24]([c:18]1[cH:19][cH:20][cH:21][cH:22][cH:23]1)[c:28]1[cH:29][cH:30][cH:31][cH:32][cH:33]1. Product: CCOC(=O)COc1cccc(CCCNCCC(c2ccccc2)c2ccccc2)c1. Starting materials: COC(=O)C(=CNC=1C=CC=C2C=CC=NC12)S(=O)(=O)CC(F)(F)F (8-[2-Methoxycarbonyl-2-(2,2,2-trifluoroethylsulfonyl)-ethenylamino]quinoline), C1(=CC=CC=C1)OC1=CC=CC=C1 (diphenyl ether). The solvent is CCCCCC (hexane). Run at temperature 260 celsius, time 2 hour. The product is FC(CS(=O)(=O)C1C=NC2=C3N=CC=CC3=CC=C2C1=O)(F)F (3-(2,2,2-trifluoroethyl-sulfonyl)-4-oxo-3,4-dihydro-1,10-phenanthroline). RXN SMILES: C[O:2][C:3]([C:5]([S:18]([CH2:21][C:22]([F:25])([F:24])[F:23])(=[O:20])=[O:19])=[CH:6][NH:7][C:8]1[CH:9]=[CH:10][CH:11]=[C:12]2[C:17]=1[N:16]=[CH:15][CH:14]=[CH:13]2)=O.C1(OC2C=CC=CC=2)C=CC=CC=1>CCCCCC>[F:25][C:22]([F:23])([F:24])[CH2:21][S:18]([CH:5]1[C:3](=[O:2])[C:9]2[C:8](=[C:17]3[C:12](=[CH:11][CH:10]=2)[CH:13]=[CH:14][CH:15]=[N:16]3)[N:7]=[CH:6]1)(=[O:19])=[O:20]. Reported procedure: 8-[2-Methoxycarbonyl-2-(2,2,2-trifluoroethylsulfonyl)-ethenylamino]quinoline (4 g) was added to diphenyl ether (100 ml) with stirring at 260° C., and stirring was continued for 2 hours. The mixture was allowed to cool to ambient temperature and hexane (100 ml) was added. The mixture was filtered, and the residue purified by flash chromatography on silica using increasingly polar mixtures of methanol and chloroform as eluant. The product so obtained was recrystallised from acetic acid to give 3-(... Reactants: Cl (HCl), [OH-].[K+] (potassium hydroxide), C(=S)=S (carbon disulfide), C(=O)[O-].[NH4+] (Ammonium formate), [N+](=O)([O-])C1=NC(=CC=C1O)C (2-nitro-3-hydroxy-6-methylpyridine). The reagents and catalysts are [OH-].[OH-].[Pd+2] (Pd(OH)2 on carbon). Solvent: CCO (EtOH), CCO (EtOH). Conditions: temperature 70 celsius. Product: CC1=CC=C2C(=N1)NC(O2)=S (5-Methyloxazolo[4,5-b]pyridine-2(3H)-thione). As a reaction SMILES: C([O-])=O.[NH4+].[N+:5]([C:8]1[C:13]([OH:14])=[CH:12][CH:11]=[C:10]([CH3:15])[N:9]=1)([O-])=O.[OH-].[K+].Cl.[C:19](=S)=[S:20]>CCO.[OH-].[OH-].[Pd+2]>[CH3:15][C:10]1[N:9]=[C:8]2[NH:5][C:19](=[S:20])[O:14][C:13]2=[CH:12][CH:11]=1 |f:0.1,3.4,8.9.10|. Procedure: Ammonium formate (1.64 g, 26 mmol) was added to a suspension of Pd(OH)2 on carbon (˜20% Pd, 0.73 g, 1.0 mmol) and 2-nitro-3-hydroxy-6-methylpyridine (2.0 g, 13 mmol) in EtOH (20 mL). The reaction mixture was heated to 70° C. for 1 h at which point the reaction mixture was allowed to cool to rt and was filtered through Celite®. The filtrate was concentrated under reduced pressure, yielding a thick orangish oil. The material was dissolved in EtOH (25 mL) and potassium hydroxide (0.875 g, 15.6 mmol... Starting materials: C(C1=CC=CC=C1)OC1=C(C=C(C(=C1)OCC1=CC=CC=C1)C1=NN=NN1CCCOC)C1=CC(=CC=C1)C(=O)O (2′,4′-bis-benzyloxy-5′-[1-(3-methoxy-propyl)-1H-tetrazol-5-yl]-biphenyl-3-carboxylic acid), NCCCN1CCOCC1 (N-(3-aminopropyl) morpholine). Procedure details: This product was synthesized using 2′,4′-bis-benzyloxy-5′-[1-(3-methoxy-propyl)-1H-tetrazol-5-yl]-biphenyl-3-carboxylic acid and N-(3-aminopropyl) morpholine as described in general procedure D. LCMS: 497 [M+H]. Yields the product N1(CCOCC1)CCCNC(=O)C=1C=C(C=CC1)C1=C(C=C(C(=C1)C1=NN=NN1CCCOC)O)O (2′,4′-Dihydroxy-5′-[1-(3-methoxy-propyl)-1H-tetrazol-5-yl]-biphenyl-3-carboxylic Acid (3-morpholin-4-yl-propyl)-amide). RXN SMILES: C([O:8][C:9]1[CH:14]=[C:13]([O:15]CC2C=CC=CC=2)[C:12]([C:23]2[N:27]([CH2:28][CH2:29][CH2:30][O:31][CH3:32])[N:26]=[N:25][N:24]=2)=[CH:11][C:10]=1[C:33]1[CH:38]=[CH:37][CH:36]=[C:35]([C:39](O)=[O:40])[CH:34]=1)C1C=CC=CC=1.[NH2:42][CH2:43][CH2:44][CH2:45][N:46]1[CH2:51][CH2:50][O:49][CH2:48][CH2:47]1>>[N:46]1([CH2:45][CH2:44][CH2:43][NH:42][C:39]([C:35]2[CH:34]=[C:33]([C:10]3[CH:11]=[C:12]([C:23]4[N:27]([CH2:28][CH2:29][CH2:30][O:31][CH3:32])[N:26]=[N:25][N:24]=4)[C:13]([OH:15])=[CH:14][C:9]=3[OH:8])[CH:38]=[CH:37][CH:36]=2)=[O:40])[CH2:51][CH2:50][O:49][CH2:48][CH2:47]1. Yields the product [K+].P(=S)(OCCC)(OCCC)[O-] (O,O-dipropyl thiophosphate potassium salt). The reactants are C(CC)OP(=S)(OCCC)Cl (di-n-propylchlorothiophosphate), [OH-].[K+] (potassium hydroxide). As a reaction SMILES: [CH2:1]([O:4][P:5](Cl)([O:7][CH2:8][CH2:9][CH3:10])=[S:6])[CH2:2][CH3:3].[OH-:12].[K+:13]>C(O)CC>[K+:13].[P:5]([O-:12])([O:7][CH2:8][CH2:9][CH3:10])([O:4][CH2:1][CH2:2][CH3:3])=[S:6] |f:1.2,4.5|. Isolated yield 61.6%. Run in C(CC)O (1-propanol). Reported procedure: To 100 g (460 mmole) of di-n-propylchlorothiophosphate in 300 ml of 1-propanol was added 58.8 g (920 mmole) of 88% potassium hydroxide pellets. The reaction mixture was refluxed overnight and then cooled to room temperature. The precipitated potassium chloride was filtered off and the solvent was stripped in vacuo. The resulting solid was slurried in 20% diethyl ether/80% hexanes and filtered yielding 67 g of the title compound, a fluffy white solid, mp 205°-207° C.